This data is from the Open Reaction Database (ORD), a public repository of structured organic reaction records. The task is: describe an organic reaction: reactants, conditions, products, and yield The reactants are CN1[C@@H](C[C@H](C1)O)COC=1C=NC=CC1 (3-((trans-1-methyl-4-hydroxy-2(S)-pyrrolidinyl)methoxy)pyridine), C(Cl)Cl (methylene chloride), CCN(CC)S(F)(F)F (DAST). Run at temperature -78 celsius, time 4 hour. Yields the product Cl.Cl.F[C@H]1C[C@H](N(C1)C)COC=1C=NC=CC1 (3-((cis-4-fluoro-1-methyl-2-(S)-pyrrolidinyl)methoxy)pyridine dihydrochloride). Reaction SMILES: [CH3:1][N:2]1[CH2:6][C@H:5](O)[CH2:4][C@H:3]1[CH2:8][O:9][C:10]1[CH:11]=[N:12][CH:13]=[CH:14][CH:15]=1.CCN(S(F)(F)[F:22])CC.C(Cl)[Cl:26]>>[ClH:26].[ClH:26].[F:22][C@@H:5]1[CH2:6][N:2]([CH3:1])[C@H:3]([CH2:8][O:9][C:10]2[CH:11]=[N:12][CH:13]=[CH:14][CH:15]=2)[CH2:4]1 |f:3.4.5|. Reported procedure: A 100 mg (0.5 mmol) sample of 3-((trans-1-methyl-4-hydroxy-2(S)-pyrrolidinyl)methoxy)pyridine, from Example 23 above, above was dissolved in 10 mL of methylene chloride and cooled to -78° C. To this was added 0.165 mL (1.25 mmol) of DAST, and the mixture was stirred for 4 hours while allowing the reaction mixture to warm to room temperature. The reaction was quenched by addition of satd NaHCO3 solution, and the mixture was extracted with chloroform. The solvent was removed, and the residue was p... Starting materials: [N+](=O)([O-])C=1C=NNC1 (4-nitro-1H-pyrazole), C1[C@@H](O1)CO ((S)-glycidol), C(=O)([O-])[O-].[K+].[K+] (K2CO3). Run in C(C)#N (acetonitrile). The product is [N+](=O)([O-])C=1C=NN(C1)C[C@@H](CO)O ((S)-3-(4-Nitro-pyrazol-1-yl)-propane-1,2-diol). Isolated yield 18.1%. Reaction SMILES: [N+:1]([C:4]1[CH:5]=[N:6][NH:7][CH:8]=1)([O-:3])=[O:2].[CH2:9]1[O:11][C@H:10]1[CH2:12][OH:13].C([O-])([O-])=O.[K+].[K+]>C(#N)C>[N+:1]([C:4]1[CH:5]=[N:6][N:7]([CH2:9][C@H:10]([OH:11])[CH2:12][OH:13])[CH:8]=1)([O-:3])=[O:2] |f:2.3.4|. Procedure: 3-Nitro-1-H-pyrazole (27) (600 mg, 5.3 mmol), (S)-glycidol (702 μL, 10.6 mmol) and K2CO3 (1.1 g, 8.0 mmol) in acetonitrile (7 mL) were heated in the microwave at 100° C. for 1 h. The solvent was evaporated in vacuo and the residue dissolved in ethyl acetate (20 mL) and water (20 mL). The organic layer was separated and the aqueous layer further extracted with ethyl acetate (10×20 mL). The organics were combined, dried over MgSO4, filtered and evaporated to give a crude oil. This was purified by ... Starting materials: [OH-].[Na+] (NaOH), COC(=O)C=1C=2C=CN(C2C=C(C1)C#N)C1=CC=C(C=C1)F (6-cyano-1-(4-fluorophenyl)-1H-indole-4-carboxylic acid methyl ester), Cl (HCl). The solvent is CO.O (MeOH—H2O). Conditions: time 1 hour. Yields the product C(#N)C=1C=C(C=2C=CN(C2C1)C1=CC=C(C=C1)F)C(=O)O (6-Cyano-1-(4-fluorophenyl)-1H-indole-4-carboxylic acid). As a reaction SMILES: C[O:2][C:3]([C:5]1[C:6]2[CH:7]=[CH:8][N:9]([C:16]3[CH:21]=[CH:20][C:19]([F:22])=[CH:18][CH:17]=3)[C:10]=2[CH:11]=[C:12]([C:14]#[N:15])[CH:13]=1)=[O:4].[OH-].[Na+].Cl>CO.O>[C:14]([C:12]1[CH:13]=[C:5]([C:3]([OH:4])=[O:2])[C:6]2[CH:7]=[CH:8][N:9]([C:16]3[CH:17]=[CH:18][C:19]([F:22])=[CH:20][CH:21]=3)[C:10]=2[CH:11]=1)#[N:15] |f:1.2,4.5|. Procedure details: To a stirred solution of 6-cyano-1-(4-fluorophenyl)-1H-indole-4-carboxylic acid methyl ester (0.34 g, 1.2 mmol) in a mixture of MeOH—H2O (20 mL:5 mL) is added 2 N aqueous NaOH (40 mL) and the mixture is warmed at reflux. After 1 hour, the reaction is cooled to room temperature. The solution is acidified with 2 N aqueous HCl (pH=3). The solid is collected by filtration, washed with CH2Cl2 and dried to afford the title compound. Reactants: NC1=NC(=NC=C1C(=O)C1=C(C(=CC=C1OC)F)F)Cl ((4-amino-2-chloro-pyrimidin-5-yl)-(2,3-difluoro-6-methoxy-phenyl)-methanone), C(C)(C)(C)OC(=O)N1CC(C1)N (3-Amino-azetidine-1-carboxylic acid tert-butyl ester). The solvent is C(Cl)Cl (methylene chloride), C(C)O (ethanol). Reaction conditions: temperature 80 celsius. Product: C(C)(C)(C)OC(=O)N1CC(C1)NC1=NC=C(C(=N1)N)C(C1=C(C(=CC=C1OC)F)F)=O (3-[4-Amino-5-(2,3-difluoro-6-methoxy-benzoyl)-pyrimidin-2-ylamino]-azetidine-1-carboxylic acid tert-butyl ester). As a reaction SMILES: [NH2:1][C:2]1[C:7]([C:8]([C:10]2[C:15]([O:16][CH3:17])=[CH:14][CH:13]=[C:12]([F:18])[C:11]=2[F:19])=[O:9])=[CH:6][N:5]=[C:4](Cl)[N:3]=1.[C:21]([O:25][C:26]([N:28]1[CH2:31][CH:30]([NH2:32])[CH2:29]1)=[O:27])([CH3:24])([CH3:23])[CH3:22]>C(Cl)Cl.C(O)C>[C:21]([O:25][C:26]([N:28]1[CH2:31][CH:30]([NH:32][C:4]2[N:3]=[C:2]([NH2:1])[C:7]([C:8](=[O:9])[C:10]3[C:15]([O:16][CH3:17])=[CH:14][CH:13]=[C:12]([F:18])[C:11]=3[F:19])=[CH:6][N:5]=2)[CH2:29]1)=[O:27])([CH3:24])([CH3:22])[CH3:23]. Reported procedure: To a stirred suspension of chloropyrimidine (700 mg, 2.34 mmol, Example 289) in methylene chloride (30 mL), amine (525 mg, 5.64 mmol, Example 318) in ethanol (30 mL) was added and the mixture heated at 80° C. for 4.5 hours. The solvent was removed and the residue was dissolved in ethyl acetate and the mixture was washed successively with 0.5N hydrochloric acid and water. The organic layer was dried with sodium sulfate and concentrated to give a white solid. 1.0 g, 98%. MS (ES) MH+=436. Starting materials: CC1(C23CC4CC2CC(COS(C)(=O)=O)(C4)C3)OCCO1, [K+], [K+], O=C([O-])[O-], CN(C)C=O, O, c1nc[nH]n1. The product is CC1(C23CC4CC2CC(Cn2cncn2)(C4)C3)OCCO1. Reaction SMILES: [CH3:1][S:2]([O:3][CH2:6][C:7]12[CH2:8][C:9]3([C:16]4([CH3:21])[O:17][CH2:18][CH2:19][O:20]4)[CH2:10][CH:11]([CH2:12][CH:13]3[CH2:14]1)[CH2:15]2)(=[O:4])=[O:5].[K+:22].[K+:23].[O-:24][C:25]([O-:26])=[O:27].[O:33]=[CH:34][N:35]([CH3:36])[CH3:37].[OH2:38].[nH:28]1[n:29][cH:30][n:31][cH:32]1>>[CH2:6]([C:7]12[CH2:8][C:9]3([C:16]4([CH3:21])[O:17][CH2:18][CH2:19][O:20]4)[CH2:10][CH:11]([CH2:12][CH:13]3[CH2:14]1)[CH2:15]2)[n:28]1[n:29][cH:30][n:31][cH:32]1.